From a dataset of the Open Reaction Database (ORD), a public repository of structured organic reaction records. describe an organic reaction: reactants, conditions, products, and yield Reactants: BrC=1N=C2N(N=CC(=C2Cl)C(=O)N)C1 (2-bromo-8-chloroimidazo[1,2-b]pyridazine-7-carboxamide), N[C@H]1C(CN(CC1)C(=O)OC(C)(C)C)(C)C ((R)-tert-butyl 4-amino-3,3-dimethylpiperidine-1-carboxylate), CCN(C(C)C)C(C)C (DIEA). Run in CN(C)C=O (DMF). Reaction conditions: temperature 90 celsius. Yields the product BrC=1N=C2N(N=CC(=C2N[C@H]2C(CN(CC2)C(=O)OC(C)(C)C)(C)C)C(N)=O)C1 ((R)-tert-butyl 4-((2-bromo-7-carbamoylimidazo[1,2-b]pyridazin-8-yl)amino)-3,3-dimethylpiperidine-1-carboxylate). The yield is 88.5%. RXN SMILES: [Br:1][C:2]1[N:3]=[C:4]2[C:9](Cl)=[C:8]([C:11]([NH2:13])=[O:12])[CH:7]=[N:6][N:5]2[CH:14]=1.[NH2:15][C@@H:16]1[CH2:21][CH2:20][N:19]([C:22]([O:24][C:25]([CH3:28])([CH3:27])[CH3:26])=[O:23])[CH2:18][C:17]1([CH3:30])[CH3:29].CCN(C(C)C)C(C)C>CN(C=O)C>[Br:1][C:2]1[N:3]=[C:4]2[C:9]([NH:15][C@@H:16]3[CH2:21][CH2:20][N:19]([C:22]([O:24][C:25]([CH3:28])([CH3:27])[CH3:26])=[O:23])[CH2:18][C:17]3([CH3:30])[CH3:29])=[C:8]([C:11](=[O:12])[NH2:13])[CH:7]=[N:6][N:5]2[CH:14]=1. Reported procedure: To a solution of 2-bromo-8-chloroimidazo[1,2-b]pyridazine-7-carboxamide (170 mg, 0.617 mmol) and (R)-tert-butyl 4-amino-3,3-dimethylpiperidine-1-carboxylate (144 mg, 0.633 mmol) in DMF (1543 μl) was added DIEA (237 μl, 1.358 mmol). The reaction was heated at 90° C. for 2 hours. After cooling to room temperature, the reaction mixture was partitioned between water and ethyl acetate (100 ml). The ethyl acetate layer was washed with water (3×100 ml), dried with sodium sulfate, filtered, and concentr... Reactants: C1COCCN1, ClCCl, NS(=O)(=O)c1ccc(F)cc1. The product is NS(=O)(=O)c1ccc(N2CCOCC2)cc1. RXN SMILES: [CH2:12]1[CH2:13][O:14][CH2:15][CH2:16][NH:17]1.[CH2:18]([Cl:19])[Cl:20].[F:1][c:2]1[cH:3][cH:4][c:5]([S:8](=[O:9])(=[O:10])[NH2:11])[cH:6][cH:7]1>>[c:2]1([N:17]2[CH2:12][CH2:13][O:14][CH2:15][CH2:16]2)[cH:3][cH:4][c:5]([S:8](=[O:9])(=[O:10])[NH2:11])[cH:6][cH:7]1. The reactants are CCCCc1ccc(N)c([N+](=O)[O-])c1, O=CO, O. Product: CCCCc1ccc(NC=O)c([N+](=O)[O-])c1. RXN SMILES: [CH2:1]([CH2:2][CH2:3][CH3:4])[c:5]1[cH:6][c:7]([N+:12](=[O:13])[O-:14])[c:8]([NH2:9])[cH:10][cH:11]1.[CH:15](=[O:16])[OH:17].[OH2:18]>>[CH2:1]([CH2:2][CH2:3][CH3:4])[c:5]1[cH:6][c:7]([N+:12](=[O:13])[O-:14])[c:8]([NH:9][CH:15]=[O:16])[cH:10][cH:11]1. Reactants: C1CCOC1, CO, O=CO, O=[N+]([O-])c1ccc(OCCCCCl)cc1CS(=O)(=O)c1cccc2ccccc12. The product is Nc1ccc(OCCCCCl)cc1CS(=O)(=O)c1cccc2ccccc12. RXN SMILES: [CH2:33]1[O:34][CH2:35][CH2:36][CH2:37]1.[CH3:38][OH:39].[CH:30]([OH:31])=[O:32].[Cl:1][CH2:2][CH2:3][CH2:4][CH2:5][O:6][c:7]1[cH:8][cH:9][c:10]([N+:27]([O-:28])=[O:29])[c:11]([CH2:13][S:14](=[O:15])(=[O:16])[c:17]2[cH:18][cH:19][cH:20][c:21]3[cH:22][cH:23][cH:24][cH:25][c:26]23)[cH:12]1>>[Cl:1][CH2:2][CH2:3][CH2:4][CH2:5][O:6][c:7]1[cH:8][cH:9][c:10]([NH2:27])[c:11]([CH2:13][S:14](=[O:15])(=[O:16])[c:17]2[cH:18][cH:19][cH:20][c:21]3[cH:22][cH:23][cH:24][cH:25][c:26]23)[cH:12]1. The reactants are OC1CCCCCCCCCCC1, [I-], [Li+]. The product is O=C1CCCCCCCCCCC1. RXN SMILES: [CH:1]1([OH:13])[CH2:2][CH2:3][CH2:4][CH2:5][CH2:6][CH2:7][CH2:8][CH2:9][CH2:10][CH2:11][CH2:12]1.[I-:14].[Li+:15]>>[C:1]1(=[O:13])[CH2:2][CH2:3][CH2:4][CH2:5][CH2:6][CH2:7][CH2:8][CH2:9][CH2:10][CH2:11][CH2:12]1. The reactants are O=C[C@@H](O)[C@@H](O)[C@H](O)CO (D-lyxose), C(C1=CC=CC=C1)O (benzyl alcohol). Solvent: C(C)OCC (diethyl ether). Conditions: temperature -5 celsius, time 12 hour. The product is O([C@@H]1[C@@H](O)[C@@H](O)[C@H](O)CO1)CC1=CC=CC=C1 (Benzyl α-D-lyxopyranoside). The yield is 88.1%. RXN SMILES: [O:1]=[CH:2][C@H:3]([C@H:5]([C@@H:7]([CH2:9][OH:10])[OH:8])[OH:6])[OH:4].[CH2:11](O)[C:12]1[CH:17]=[CH:16][CH:15]=[CH:14][CH:13]=1>C(OCC)C>[O:1]([CH2:11][C:12]1[CH:17]=[CH:16][CH:15]=[CH:14][CH:13]=1)[C@H:2]1[O:10][CH2:9][C@@H:7]([OH:8])[C@H:5]([OH:6])[C@@H:3]1[OH:4]. Reported procedure: A mixture of D-lyxose (10 g, 66.6 mmol) and benzyl alcohol (50 ml) was cooled to -5° C. and hydrogen chloride was bubbled through it for 3 to 5 hours while monitoring the reaction on tlc (ethyl acetate-ethyl alcohol 7:1). To this reaction mixture diethyl ether (100 ml) was added with stirring and the mixture was allowed to stand at 5° C. for 12 hours. The crystals were filtered, washed with ether and air dried to give 4 (14.1 g, 88.1%). Reactants: CC(=O)SC1CCC(C=CC=Cc2ccc(C(F)(F)F)cc2)CC1, CC1OC1(Cn1cncn1)c1ccc(F)cc1F. The product is CC(SC1CCC(C=CC=Cc2ccc(C(F)(F)F)cc2)CC1)C(O)(Cn1cncn1)c1ccc(F)cc1F. As a reaction SMILES: [C:19](=[O:20])([CH3:21])[S:22][CH:23]1[CH2:24][CH2:25][CH:26]([CH:29]=[CH:30][CH:31]=[CH:32][c:33]2[cH:34][cH:35][c:36]([C:39]([F:40])([F:41])[F:42])[cH:37][cH:38]2)[CH2:27][CH2:28]1.[F:1][c:2]1[c:3]([C:9]2([CH2:13][n:14]3[n:15][cH:16][n:17][cH:18]3)[O:10][CH:11]2[CH3:12])[cH:4][cH:5][c:6]([F:8])[cH:7]1>>[F:1][c:2]1[c:3]([C:9]([OH:10])([CH:11]([CH3:12])[S:22][CH:23]2[CH2:24][CH2:25][CH:26]([CH:29]=[CH:30][CH:31]=[CH:32][c:33]3[cH:34][cH:35][c:36]([C:39]([F:40])([F:41])[F:42])[cH:37][cH:38]3)[CH2:27][CH2:28]2)[CH2:13][n:14]2[n:15][cH:16][n:17][cH:18]2)[cH:4][cH:5][c:6]([F:8])[cH:7]1.